describe an organic reaction: reactants, conditions, products, and yield From a dataset of the Open Reaction Database (ORD), a public repository of structured organic reaction records. Reactants: C1CCNCC1, CCO, O=[N+]([O-])c1ccc(Cl)cc1F, O. The product is O=[N+]([O-])c1ccc(Cl)cc1N1CCCCC1. As a reaction SMILES: [CH2:12]1[CH2:13][CH2:14][NH:15][CH2:16][CH2:17]1.[CH3:19][CH2:20][OH:21].[Cl:1][c:2]1[cH:3][c:4]([F:11])[c:5]([N+:8](=[O:9])[O-:10])[cH:6][cH:7]1.[OH2:18]>>[Cl:1][c:2]1[cH:3][c:4]([N:15]2[CH2:14][CH2:13][CH2:12][CH2:17][CH2:16]2)[c:5]([N+:8](=[O:9])[O-:10])[cH:6][cH:7]1. Starting materials: CCO, COC[P+](c1ccccc1)(c1ccccc1)c1ccccc1, O=Cc1ccc2ccccc2c1, [Cl-], [Na]. Yields the product COC=Cc1ccc2ccccc2c1. Reaction SMILES: [CH3:37][CH2:38][OH:39].[CH3:3][O:4][CH2:5][P+:6]([c:7]1[cH:8][cH:9][cH:10][cH:11][cH:12]1)([c:13]1[cH:14][cH:15][cH:16][cH:17][cH:18]1)[c:19]1[cH:20][cH:21][cH:22][cH:23][cH:24]1.[CH:25](=[O:26])[c:27]1[cH:28][cH:29][c:30]2[cH:31][cH:32][cH:33][cH:34][c:35]2[cH:36]1.[Cl-:2].[Na:1]>>[CH3:3][O:4][CH:5]=[CH:25][c:27]1[cH:28][cH:29][c:30]2[cH:31][cH:32][cH:33][cH:34][c:35]2[cH:36]1. Starting materials: O=C([O-])[O-], Cc1ccccc1, CCOC(C)=O, CCO, O=Cc1ccc(B(O)O)cc1, Clc1cnccn1, [Na+], [Na+]. The product is O=Cc1ccc(-c2cnccn2)cc1. Reaction SMILES: [C:1](=[O:2])([O-:3])[O-:4].[CH3:28][c:29]1[cH:30][cH:31][cH:32][cH:33][cH:34]1.[CH3:35][CH2:36][O:37][C:38](=[O:39])[CH3:40].[CH3:7][CH2:8][OH:9].[CH:17](=[O:18])[c:19]1[cH:20][cH:21][c:22]([B:25]([OH:26])[OH:27])[cH:23][cH:24]1.[Cl:10][c:11]1[n:12][cH:13][cH:14][n:15][cH:16]1.[Na+:5].[Na+:6]>>[c:11]1(-[c:22]2[cH:21][cH:20][c:19]([CH:17]=[O:18])[cH:24][cH:23]2)[n:12][cH:13][cH:14][n:15][cH:16]1. Starting materials: S1N=CC=C1 (isothiazole), O1CCOC12CCC(CC2)=O (1,4-dioxa-spiro[4.5]decan-8-one). Yields the product S1N=CC=C1C1(CCC2(OCCO2)CC1)O (8-Isothiazol-5-yl-1,4-dioxa-spiro[4.5]decan-8-ol). RXN SMILES: [S:1]1[CH:5]=[CH:4][CH:3]=[N:2]1.[O:6]1[C:10]2([CH2:15][CH2:14][C:13](=[O:16])[CH2:12][CH2:11]2)[O:9][CH2:8][CH2:7]1>>[S:1]1[C:5]([C:13]2([OH:16])[CH2:14][CH2:15][C:10]3([O:9][CH2:8][CH2:7][O:6]3)[CH2:11][CH2:12]2)=[CH:4][CH:3]=[N:2]1. Procedure details: The title compound was prepared as a white solid from isothiazole (Focus Synthesis) and 1,4-dioxa-spiro[4.5]decan-8-one using the procedure described in Step A of Example 33. As a reaction SMILES: [C:10](=[O:11])=[O:12].[CH2:1]([CH3:2])[O:3][CH:4]([C:5]#[N:6])[O:7][CH2:8][CH3:9].[CH3:19][OH:20].[Na+:13].[Na+:14].[O-:15][C:16](=[O:17])[O-:18]>>[CH2:1]([CH3:2])[O:3][CH:4]([C:5](=[NH:6])[O:11][CH3:10])[O:7][CH2:8][CH3:9]. Reactants: O=C=O, CCOC(C#N)OCC, CO, [Na+], [Na+], O=C([O-])[O-]. Yields the product CCOC(OCC)C(=N)OC. The reactants are CC=1C(=C(C(=NC1C)OC1=CC=CC=C1)N)NCCOCCCC=1SC=CN1 (5,6-dimethyl-2-phenoxy-N4-{2-[3-(1,3-thiazol-2-yl)propoxy]ethyl}pyridine-3,4-diamine), C(C)OCC(=O)Cl (Ethoxyacetyl chloride). Reagents/catalysts: Cl.N1=CC=CC=C1 (pyridine hydrochloride). The solvent is N1=CC=CC=C1 (pyridine). Run at temperature 100 celsius, time 30 minute. Yields the product C(C)OCC=1N(C2=C(C(=NC(=C2C)C)OC2=CC=CC=C2)N1)CCOCCCC=1SC=CN1 (2-(Ethoxymethyl)-6,7-dimethyl-4-phenoxy-1-{2-[3-(1,3-thiazol-2-yl)propoxy]ethyl}-1H-imidazo[4,5-c]pyridine). The yield is 76.6%. As a reaction SMILES: [CH3:1][C:2]1[C:3]([NH:17][CH2:18][CH2:19][O:20][CH2:21][CH2:22][CH2:23][C:24]2[S:25][CH:26]=[CH:27][N:28]=2)=[C:4]([NH2:16])[C:5]([O:9][C:10]2[CH:15]=[CH:14][CH:13]=[CH:12][CH:11]=2)=[N:6][C:7]=1[CH3:8].[CH2:29]([O:31][CH2:32][C:33](Cl)=O)[CH3:30]>N1C=CC=CC=1.Cl.N1C=CC=CC=1>[CH2:29]([O:31][CH2:32][C:33]1[N:17]([CH2:18][CH2:19][O:20][CH2:21][CH2:22][CH2:23][C:24]2[S:25][CH:26]=[CH:27][N:28]=2)[C:3]2[C:2]([CH3:1])=[C:7]([CH3:8])[N:6]=[C:5]([O:9][C:10]3[CH:11]=[CH:12][CH:13]=[CH:14][CH:15]=3)[C:4]=2[N:16]=1)[CH3:30] |f:3.4|. Procedure: Under a nitrogen atmosphere, a solution of 5,6-dimethyl-2-phenoxy-N4-{2-[3-(1,3-thiazol-2-yl)propoxy]ethyl}pyridine-3,4-diamine (4.12 g, 10.3 mmol) and pyridine hydrochloride (0.024 g, 0.21 mmol) in pyridine (30 mL) was cooled to 7° C. Ethoxyacetyl chloride (1.33 g, 10.9 mmol) was added, and the reaction was stirred for 30 minutes. The cloudy solution was then heated at 100° C. for 20 hours and then allowed to cool to room temperature. The volatiles were removed under reduced pressure, and the r... The reactants are 26C, C1(=CC=CC=C1)C(N1C(C(C2=CC=CC=C12)C1=CC2=C(CCO2)C=C1O)=O)C1=CC=CC=C1 (1-(diphenylmethyl)-3-(5-hydroxy-2,3-dihydro-1-benzofuran-6-yl)-1,3-dihydro-2H-indol-2-one), C1(=CC=CC=C1)C(N1C(C(C2=CC=CC=C12)C=1C(=CC2=C(C(CO2)(C)C)C1)O)=O)C1=CC=CC=C1 (1-(diphenylmethyl)-3-(6-hydroxy-3,3-dimethyl-2,3-dihydro-1-benzofuran-5-yl)-1,3-dihydro-2H-indol-2-one). Yields the product C1(=CC=CC=C1)C(N1C(C(C2=CC=CC=C12)(CO)C=1C(=CC2=C(C(CO2)(C)C)C1)O)=O)C1=CC=CC=C1 (1-(diphenylmethyl)-3-(6-hydroxy-3,3-dimethyl-2,3-dihydro-1-benzofuran-5-yl)-3-(hydroxymethyl)-1,3-dihydro-2H-indol-2-one). As a reaction SMILES: C1(C(C2C=CC=CC=2)N2C3C(=CC=CC=3)C(C3C(O)=CC4C[CH2:22][O:23]C=4C=3)C2=O)C=CC=CC=1.[C:34]1([CH:40]([C:63]2[CH:68]=[CH:67][CH:66]=[CH:65][CH:64]=2)[N:41]2[C:49]3[C:44](=[CH:45][CH:46]=[CH:47][CH:48]=3)[CH:43]([C:50]3[C:51]([OH:61])=[CH:52][C:53]4[O:57][CH2:56][C:55]([CH3:59])([CH3:58])[C:54]=4[CH:60]=3)[C:42]2=[O:62])[CH:39]=[CH:38][CH:37]=[CH:36][CH:35]=1>>[C:63]1([CH:40]([C:34]2[CH:35]=[CH:36][CH:37]=[CH:38][CH:39]=2)[N:41]2[C:49]3[C:44](=[CH:45][CH:46]=[CH:47][CH:48]=3)[C:43]([C:50]3[C:51]([OH:61])=[CH:52][C:53]4[O:57][CH2:56][C:55]([CH3:58])([CH3:59])[C:54]=4[CH:60]=3)([CH2:22][OH:23])[C:42]2=[O:62])[CH:68]=[CH:67][CH:66]=[CH:65][CH:64]=1. Reported procedure: Following the procedure as described in PREPARATION 26C, and making non-critical variations to replace 1-(diphenylmethyl)-3-(5-hydroxy-2,3-dihydro-1-benzofuran-6-yl)-1,3-dihydro-2H-indol-2-one with 1-(diphenylmethyl)-3-(6-hydroxy-3,3-dimethyl-2,3-dihydro-1-benzofuran-5-yl)-1,3-dihydro-2H-indol-2-one, the title compound was obtained: MS (ES+) m/z 492.5 (M+1)